This data is from the Open Reaction Database (ORD), a public repository of structured organic reaction records. The task is: describe an organic reaction: reactants, conditions, products, and yield Reactants: CC1Cc2ccc(Br)cc2CN1c1cc(Cl)nc(N)n1, CC(C)(C)O, CN1CCNCC1, O. Yields the product CC1Cc2ccc(Br)cc2CN1c1cc(N2CCN(C)CC2)nc(N)n1. Reaction SMILES: [Br:1][c:2]1[cH:3][cH:4][c:5]2[c:10]([cH:11]1)[CH2:9][N:8]([c:12]1[n:13][c:14]([NH2:19])[n:15][c:16]([Cl:18])[cH:17]1)[CH:7]([CH3:20])[CH2:6]2.[C:29]([OH:30])([CH3:31])([CH3:32])[CH3:33].[CH3:21][N:22]1[CH2:23][CH2:24][NH:25][CH2:26][CH2:27]1.[OH2:28]>>[Br:1][c:2]1[cH:3][cH:4][c:5]2[c:10]([cH:11]1)[CH2:9][N:8]([c:12]1[n:13][c:14]([NH2:19])[n:15][c:16]([N:25]3[CH2:24][CH2:23][N:22]([CH3:21])[CH2:27][CH2:26]3)[cH:17]1)[CH:7]([CH3:20])[CH2:6]2.